The task is: describe an organic reaction: reactants, conditions, products, and yield. This data is from the Open Reaction Database (ORD), a public repository of structured organic reaction records. Reactants: COC1=CC=C(CNC2=NC3=CC=C(C=C3C=C2\C=C(/C)\C2=NC=NC(=C2)CC(C)(C)C)Br)C=C1 ((E)-N-(4-methoxybenzyl)-6-bromo-3-(2-(6-neopentylpyrimidin-4-yl)prop-1-enyl)quinolin-2-amine), O (water), C(C)(=O)[O-].[K+] (potassium acetate), C1(=C(C=CC=C1)B(O)O)C (o-tolylboronic acid). Reagents/catalysts: [Pd] (palladium). Solvent: C(C)O (ethanol). Reaction conditions: temperature 70 celsius. Yields the product C(C(C)(C)C)C1=CC(=NC=N1)C(CC=1C(=NC2=CC=C(C=C2C1)C1=C(C=CC=C1)C)N)C (3-(2-(6-neopentylpyrimidin-4-yl)propyl)-6-o-tolylquinolin-2-amine). Reaction SMILES: COC1C=CC(C[NH:8][C:9]2[C:18](/[CH:19]=[C:20](/[C:22]3[CH:27]=[C:26]([CH2:28][C:29]([CH3:32])([CH3:31])[CH3:30])[N:25]=[CH:24][N:23]=3)\[CH3:21])=[CH:17][C:16]3[C:11](=[CH:12][CH:13]=[C:14](Br)[CH:15]=3)[N:10]=2)=CC=1.C([O-])(=O)C.[K+].[C:41]1([CH3:50])[CH:46]=[CH:45][CH:44]=[CH:43][C:42]=1B(O)O.O>[Pd].C(O)C>[CH2:28]([C:26]1[N:25]=[CH:24][N:23]=[C:22]([CH:20]([CH3:21])[CH2:19][C:18]2[C:9]([NH2:8])=[N:10][C:11]3[C:16]([CH:17]=2)=[CH:15][C:14]([C:42]2[CH:43]=[CH:44][CH:45]=[CH:46][C:41]=2[CH3:50])=[CH:13][CH:12]=3)[CH:27]=1)[C:29]([CH3:30])([CH3:31])[CH3:32] |f:1.2|. Reported procedure: (Acetylacetonato) iron(III) (0.18 g, 0.52 mmol) and 4,6-dichloropyrimidine (1.55 g, 10.4 mmol) were dissolved in a mixture of THF (10 mL) and N-methylpyrrolidinone (1 mL) and placed in an ice bath. 2,2-Dimethylpropylmagnesium chloride, 1.0M solution in diethyl ether (11.44 mL, 11.44 mmol) was added slowly over 5 min. After 15 min saturated ammonium chloride was added to quench and the mixture was extracted with EtOAc (100 mL). The organic was washed with water (2×100 mL) then dried with magnesiu... Starting materials: CN1N=C(C=C1)C(=O)O (1-methyl-1H-pyrazole-3-carboxylic acid), NC=1C=C(OC=2C=CC=3N(C2)N=C(N3)NC(=O)C3CC3)C=CC1C (N-[6-(3-amino-4-methylphenoxy)[1,2,4]triazolo[1,5-a]pyridin-2-yl]cyclopropanecarboxamide), O1CCCC1 (tetrahydrofuran), S(=O)(Cl)Cl (thionyl chloride). Reagents/catalysts: CN(C=O)C (N,N-dimethylformamide). Solvent: CN(C(C)=O)C (N,N-dimethylacetamide). Product: C1(CC1)C(=O)NC1=NN2C(C=CC(=C2)OC=2C=CC(=C(C2)NC(=O)C2=NN(C=C2)C)C)=N1 (N-[5-({2-[(cyclopropylcarbonyl)amino][1,2,4]triazolo[1,5-a]pyridin-6-yl}oxy)-2-methylphenyl]-1-methyl-1H-pyrazole-3-carboxamide). The yield is 58.1%. Reaction SMILES: [CH3:1][N:2]1[CH:6]=[CH:5][C:4]([C:7]([OH:9])=O)=[N:3]1.O1CCCC1.S(Cl)(Cl)=O.[NH2:19][C:20]1[CH:21]=[C:22]([CH:39]=[CH:40][C:41]=1[CH3:42])[O:23][C:24]1[CH:25]=[CH:26][C:27]2[N:28]([N:30]=[C:31]([NH:33][C:34]([CH:36]3[CH2:38][CH2:37]3)=[O:35])[N:32]=2)[CH:29]=1>CN(C)C=O.CN(C)C(=O)C>[CH:36]1([C:34]([NH:33][C:31]2[N:32]=[C:27]3[CH:26]=[CH:25][C:24]([O:23][C:22]4[CH:39]=[CH:40][C:41]([CH3:42])=[C:20]([NH:19][C:7]([C:4]5[CH:5]=[CH:6][N:2]([CH3:1])[N:3]=5)=[O:9])[CH:21]=4)=[CH:29][N:28]3[N:30]=2)=[O:35])[CH2:37][CH2:38]1. Reported procedure: In the same manner as in Example 55 and using 1-methyl-1H-pyrazole-3-carboxylic acid (55.5 mg, 0.440 mmol), tetrahydrofuran (5 mL), thionyl chloride (77.0 μL, 0.888 mmol), N,N-dimethylformamide (2 drops), N-[6-(3-amino-4-methylphenoxy)[1,2,4]triazolo[1,5-a]pyridin-2-yl]cyclopropanecarboxamide (129 mg, 0.399 mmol) and N,N-dimethylacetamide (6 mL) as starting materials, the title compound (100 mg, 58%) was obtained as a white solid. The reactants are N(C(=N)N)C=1SC=C(N1)CSCCNC(SC)=NC#N (2-guanidino-4-[2-(3-cyano-2-methylisothioureido)ethylthiomethyl]thiazole), C(C)N (ethylamine). The solvent is C(C)O (ethanol). Conditions: time 8 hour. The product is N(C(=N)N)C=1SC=C(N1)CSCCNC(=NC#N)NCC (2-guanidino-4-[2-(2-cyano-3-ethylguanidino)ethylthiomethyl]thiazole). Reaction SMILES: [NH:1]([C:5]1[S:6][CH:7]=[C:8]([CH2:10][S:11][CH2:12][CH2:13][NH:14][C:15](=[N:18][C:19]#[N:20])SC)[N:9]=1)[C:2]([NH2:4])=[NH:3].[CH2:21]([NH2:23])[CH3:22]>C(O)C>[NH:1]([C:5]1[S:6][CH:7]=[C:8]([CH2:10][S:11][CH2:12][CH2:13][NH:14][C:15]([NH:23][CH2:21][CH3:22])=[N:18][C:19]#[N:20])[N:9]=1)[C:2]([NH2:4])=[NH:3]. Procedure details: A mixture of 2-guanidino-4-[2-(3-cyano-2-methylisothioureido)ethylthiomethyl]thiazole (1.1 g.) in ethanol (25 ml.) was treated with 70% w/v aqueous ethylamine (5 ml.) at room temperature. The mixture was stirred overnight at room temperature and the solution evaporated to dryness. The residue was crystallized from methanol to give 2-guanidino-4-[2-(2-cyano-3-ethylguanidino)ethylthiomethyl]thiazole (0.53 g.), m.p. 181°-182° C. RXN SMILES: [BrH:12].[CH3:13][CH2:14][OH:15].[CH:1]1([CH:6]2[CH2:7][C:8](=[O:11])[O:9][CH2:10]2)[CH2:2][CH2:3][CH2:4][CH2:5]1.[OH2:16]>>[CH:1]1([CH:6]([CH2:7][C:8](=[O:9])[O:15][CH2:14][CH3:13])[CH2:10][Br:12])[CH2:2][CH2:3][CH2:4][CH2:5]1. The product is CCOC(=O)CC(CBr)C1CCCC1. Starting materials: Br, CCO, O=C1CC(C2CCCC2)CO1, O. Starting materials: C(=C(F)Cl)(F)F (12 f), BrC1=CC=CC=2C(=CC3=C(OC21)C=CC=C3)C(=O)O (6-bromo-dibenz[b,f]oxepine-10-carboxylic acid). Run in CCCCCC.C(C)(=O)OCC (hexane ethyl acetate). Yields the product BrC1=CC=CC=2C(=CC3=C(OC21)C=CC=C3)CO ((6-Bromo-dibenz[b,f]oxepin-10-yl)methanol). Isolated yield 99.0%. Reaction SMILES: C(F)(F)=C(Cl)F.[Br:7][C:8]1[C:18]2[O:17][C:16]3[CH:19]=[CH:20][CH:21]=[CH:22][C:15]=3[CH:14]=[C:13]([C:23](O)=[O:24])[C:12]=2[CH:11]=[CH:10][CH:9]=1>CCCCCC.C(OCC)(=O)C>[Br:7][C:8]1[C:18]2[O:17][C:16]3[CH:19]=[CH:20][CH:21]=[CH:22][C:15]=3[CH:14]=[C:13]([CH2:23][OH:24])[C:12]=2[CH:11]=[CH:10][CH:9]=1 |f:2.3|. Procedure details: Preparation analogous to Example 12 f) from 6-bromo-dibenz[b,f]oxepine-10-carboxylic acid. Yield: 99% crude, brown oil; TLC (silica gel; hexane/ethyl acetate=7.3; UV): Rf =0.07; 1H-NMR (CDCl3, 200 MHz): 3.54 (s, 2H), 6.70-7.49 (m, 8H). Reaction SMILES: [CH3:32][C:33](=[O:34])[O:35][C:36](=[O:37])[CH3:38].[OH2:39].[OH:1][CH2:2][n:3]1[cH:4][c:5]([C:12]2=[C:16]([c:17]3[cH:18][n:19]([CH3:29])[c:20]4[cH:21][c:22]([N+:26](=[O:27])[O-:28])[cH:23][cH:24][c:25]34)[C:15](=[O:30])[NH:14][C:13]2=[O:31])[c:6]2[cH:7][cH:8][cH:9][cH:10][c:11]12>>[O:1]([CH2:2][n:3]1[cH:4][c:5]([C:12]2=[C:16]([c:17]3[cH:18][n:19]([CH3:29])[c:20]4[cH:21][c:22]([N+:26](=[O:27])[O-:28])[cH:23][cH:24][c:25]34)[C:15](=[O:30])[NH:14][C:13]2=[O:31])[c:6]2[cH:7][cH:8][cH:9][cH:10][c:11]12)[C:33]([CH3:32])=[O:34]. The reactants are CC(=O)OC(C)=O, O, Cn1cc(C2=C(c3cn(CO)c4ccccc34)C(=O)NC2=O)c2ccc([N+](=O)[O-])cc21. Product: CC(=O)OCn1cc(C2=C(c3cn(C)c4cc([N+](=O)[O-])ccc34)C(=O)NC2=O)c2ccccc21. Starting materials: O=C=NCc1ccc(C(F)(F)F)cc1, Nc1cccc2cnc(C(F)(F)F)cc12. Product: O=C(NCc1ccc(C(F)(F)F)cc1)Nc1cccc2cnc(C(F)(F)F)cc12. RXN SMILES: [F:16][C:17]([c:18]1[cH:19][cH:20][c:21]([CH2:22][N:23]=[C:24]=[O:25])[cH:26][cH:27]1)([F:28])[F:29].[F:1][C:2]([c:3]1[n:4][cH:5][c:6]2[cH:7][cH:8][cH:9][c:10]([NH2:13])[c:11]2[cH:12]1)([F:14])[F:15]>>[F:1][C:2]([c:3]1[n:4][cH:5][c:6]2[cH:7][cH:8][cH:9][c:10]([NH:13][C:24]([NH:23][CH2:22][c:21]3[cH:20][cH:19][c:18]([C:17]([F:16])([F:28])[F:29])[cH:27][cH:26]3)=[O:25])[c:11]2[cH:12]1)([F:14])[F:15]. Starting materials: BrC=1C=C(C=C(C1)Cl)OC=1C(=C(C=CC1Cl)CNC(=O)C1=C(N=CN1COCC[Si](C)(C)C)Cl)F (N-({3-[(3-bromo-5-chlorophenyl)oxy]-4-chloro-2-fluorophenyl}methyl)-4-chloro-1-({[2-(trimethylsilyl)ethyl]oxy}methyl)-1H-imidazole-5-carboxamide), potassium vinyl trifluoroborate, TEA, C(CC)O (n-propanol). Reaction conditions: temperature 100 celsius, time 4 hour. Yields the product ClC=1N=CN(C1C(=O)NCC1=C(C(=C(C=C1)Cl)OC1=CC(=CC(=C1)C=C)Cl)F)COCC[Si](C)(C)C (4-chloro-N-({4-chloro-3-[(3-chloro-5-ethenylphenyl)oxy]-2-fluorophenyl}methyl)-1-({[2-(trimethylsilyl)ethyl]oxy}methyl)-1H-imidazole-5-carboxamide). Isolated yield 84.0%. As a reaction SMILES: Br[C:2]1[CH:3]=[C:4]([O:9][C:10]2[C:11]([F:35])=[C:12]([CH2:17][NH:18][C:19]([C:21]3[N:25]([CH2:26][O:27][CH2:28][CH2:29][Si:30]([CH3:33])([CH3:32])[CH3:31])[CH:24]=[N:23][C:22]=3[Cl:34])=[O:20])[CH:13]=[CH:14][C:15]=2[Cl:16])[CH:5]=[C:6]([Cl:8])[CH:7]=1.[CH2:36](O)[CH2:37]C>>[Cl:34][C:22]1[N:23]=[CH:24][N:25]([CH2:26][O:27][CH2:28][CH2:29][Si:30]([CH3:33])([CH3:32])[CH3:31])[C:21]=1[C:19]([NH:18][CH2:17][C:12]1[CH:13]=[CH:14][C:15]([Cl:16])=[C:10]([O:9][C:4]2[CH:3]=[C:2]([CH:36]=[CH2:37])[CH:7]=[C:6]([Cl:8])[CH:5]=2)[C:11]=1[F:35])=[O:20]. Procedure details: To a solution of N-({3-[(3-bromo-5-chlorophenyl)oxy]-4-chloro-2-fluorophenyl}methyl)-4-chloro-1-({[2-(trimethylsilyl)ethyl]oxy}methyl)-1H-imidazole-5-carboxamide (320 mg, 0.513 mmol), potassium vinyl trifluoroborate (69.2 mg, 0.513 mmol) and TEA (0.214 ml, 1.539 mmol) in n-propanol (3 ml) was added 1,1′-bis(diphenylphosphino)ferrocenedichloropalladium(II) dichloromethane complex (84 mg, 0.103 mmol) and the reaction mixture was stirred at 100° C. for 4 hours. The mixture was adsorbed onto silica ...